Dataset: the Open Reaction Database (ORD), a public repository of structured organic reaction records. Task: describe an organic reaction: reactants, conditions, products, and yield Product: FC=1C=CC=2C3C=CC(CC2C1F)C3 (5,6-Difluorotricyclo[7,2,1,02,7]dodeca-2(7),3,5,10-tetraene). Reactants: C1(CC=CC1)CC1=C(C=CC(=C1F)F)OS(=O)(=O)C(F)(F)F (Trifluoro-methanesulfonic acid 2-cyclopent-3-enylmethyl-3,4-difluoro-phenyl ester), C(C)(=O)[O-].[K+] (potassium acetate). Solvent: CN(C)C=O (DMF). Reaction SMILES: [CH:1]1([CH2:6][C:7]2[C:12]([F:13])=[C:11]([F:14])[CH:10]=[CH:9][C:8]=2OS(C(F)(F)F)(=O)=O)[CH2:5][CH:4]=[CH:3][CH2:2]1.C([O-])(=O)C.[K+]>CN(C=O)C.C([O-])(=O)C.[Pd+2].C([O-])(=O)C.C1(C)C=CC=CC=1P(C1C=CC=CC=1C)C1C=CC=CC=1C>[F:14][C:11]1[CH:10]=[CH:9][C:8]2[CH:4]3[CH2:5][CH:1]([CH2:6][C:7]=2[C:12]=1[F:13])[CH:2]=[CH:3]3 |f:1.2,4.5.6|. The reagents and catalysts are C1(=C(C=CC=C1)P(C1=C(C=CC=C1)C)C1=C(C=CC=C1)C)C (tri-o-tolylphosphine), C(C)(=O)[O-].[Pd+2].C(C)(=O)[O-] (palladium acetate). Procedure details: Trifluoro-methanesulfonic acid 2-cyclopent-3-enylmethyl-3,4-difluoro-phenyl ester (340 mg, 0.99 mmol), was dissolved in DMF (5 mL) under a N2 atmosphere and treated with dilsopropylethylamine (.026 mL, 1.5 mmol), potassium acetate (981 mg, 10.0 mmol) and tri-o-tolylphosphine (12 mg, 0.04 mmol). This mixture was stirred and degassed (3 vacuum/N2 purge cycles) and then treated with palladium acetate (5 mg, 0.02 mmol). After 20 min. the mbdure was warmed to 100° C. for 18 hours, cooled and poured i... Run at temperature 100 celsius. Isolated yield 57.8%. Starting materials: Cl (HCl), CN (Methylamine), C(CCC)OC1=NC(=C(C=C1C=O)C1=CC=C(C=C1)S(=O)(=O)C)C1=CC=C(C=C1)F (2-Butoxy-6-(4-fluorophenyl)-5-[4-(methylsulfonyl)phenyl]pyridine-3-carboxaldehyde), 3A. The solvent is CO (methanol). Reaction conditions: time 4 hour. Yields the product C(CCC)OC1=NC(=C(C=C1CNC)C1=CC=C(C=C1)S(=O)(=O)C)C1=CC=C(C=C1)F (2-Butoxy-6-(4-fluorophenyl)-N-methyl-5-[4-(methylsulfonyl)phenyl]pyridine-3-methanamine). As a reaction SMILES: [CH3:1][NH2:2].[CH2:3]([O:7][C:8]1[C:13]([CH:14]=O)=[CH:12][C:11]([C:16]2[CH:21]=[CH:20][C:19]([S:22]([CH3:25])(=[O:24])=[O:23])=[CH:18][CH:17]=2)=[C:10]([C:26]2[CH:31]=[CH:30][C:29]([F:32])=[CH:28][CH:27]=2)[N:9]=1)[CH2:4][CH2:5][CH3:6].Cl>CO>[CH2:3]([O:7][C:8]1[C:13]([CH2:14][NH:2][CH3:1])=[CH:12][C:11]([C:16]2[CH:17]=[CH:18][C:19]([S:22]([CH3:25])(=[O:24])=[O:23])=[CH:20][CH:21]=2)=[C:10]([C:26]2[CH:27]=[CH:28][C:29]([F:32])=[CH:30][CH:31]=2)[N:9]=1)[CH2:4][CH2:5][CH3:6]. Procedure: Methylamine (2.0M in methanol, 1 ml) was added to a stirring mixture of 2-butoxy-6-(4-fluorophenyl)-5-[4-(methylsulfonyl)phenyl]pyridine-3-carboxaldehyde [Example 30] (150 mg, 0.35 mMol) and molecular sieves (3A, 1.0 g) in 50 ml methanol. After stirring for 4 hours, the mixture was cooled by an ice bath and 5 ml 5% HCl was added. The mixture was concentrated to an oil containing the molecular sieves. Water (50 ml) and 5 ml 5% NaHCO3 were added and the product was extracted into ethyl acetate (2×... The reactants are O=C1c2ccccc2C(=O)N1OCc1nnc2n1-c1ccc(Br)cc1C(c1ccccn1)=NC2, CCO, NN, O. Yields the product NOCc1nnc2n1-c1ccc(Br)cc1C(c1ccccn1)=NC2. RXN SMILES: [Br:4][c:5]1[cH:6][cH:7][c:8]2[c:9]([cH:37]1)[C:10]([c:31]1[n:32][cH:33][cH:34][cH:35][cH:36]1)=[N:11][CH2:12][c:13]1[n:14]-2[c:15]([CH2:18][O:19][N:20]2[C:21](=[O:22])[c:23]3[cH:24][cH:25][cH:26][cH:27][c:28]3[C:29]2=[O:30])[n:16][n:17]1.[CH3:38][CH2:39][OH:40].[NH2:2][NH2:3].[OH2:1]>>[Br:4][c:5]1[cH:6][cH:7][c:8]2[c:9]([cH:37]1)[C:10]([c:31]1[n:32][cH:33][cH:34][cH:35][cH:36]1)=[N:11][CH2:12][c:13]1[n:14]-2[c:15]([CH2:18][O:19][NH2:20])[n:16][n:17]1. Starting materials: CCOC(=O)Cl, CC1CN(Cc2ccccc2)CCN1, C1CCOC1, O. Product: CCOC(=O)N1CCN(Cc2ccccc2)CC1C. As a reaction SMILES: [C:20]([O:21][CH2:22][CH3:23])(=[O:24])[Cl:25].[CH3:1][CH:2]1[CH2:3][N:4]([CH2:8][c:9]2[cH:10][cH:11][cH:12][cH:13][cH:14]2)[CH2:5][CH2:6][NH:7]1.[O:15]1[CH2:16][CH2:17][CH2:18][CH2:19]1.[OH2:26]>>[CH3:1][CH:2]1[CH2:3][N:4]([CH2:8][c:9]2[cH:10][cH:11][cH:12][cH:13][cH:14]2)[CH2:5][CH2:6][N:7]1[C:20]([O:21][CH2:22][CH3:23])=[O:24]. Starting materials: C(C)S(=O)(=O)N1CCC(CC1)C1=CNC2=C(C=C(C=C12)C=1SC(=CC1)CNCC(CC)C)C(=O)N (3-[1-(ethylsulfonyl)-4-piperidinyl]-5-(5-{[(2-methylbutyl)amino]methyl}-2-thienyl)-1H-indole-7-carboxamide), [BH3-]C#N.[Na+] (NaCNBH3), C(=O)C1=CC=C(S1)B(O)O ((5-formyl-2-thienyl)boronic acid), CC(CCC)N ((1-methylbutyl)amine). Product: CC(CCC)NCC1=CC=C(S1)B(O)O ((5-{[(1-methylbutyl)amino]methyl}-2-thienyl)boronic acid). As a reaction SMILES: C(S(N1CCC(C2[C:20]3[C:15](=[C:16](C(N)=O)[CH:17]=[C:18](C4SC(CNCC(C)CC)=CC=4)C=3)[NH:14]C=2)CC1)(=O)=O)C.[CH:36]([C:38]1[S:42][C:41]([B:43]([OH:45])[OH:44])=[CH:40][CH:39]=1)=O.CC(N)CCC.[BH3-]C#N.[Na+]>>[CH3:20][CH:15]([NH:14][CH2:36][C:38]1[S:42][C:41]([B:43]([OH:45])[OH:44])=[CH:40][CH:39]=1)[CH2:16][CH2:17][CH3:18] |f:3.4|. Reported procedure: Following the general procedure of 3-[1-(ethylsulfonyl)-4-piperidinyl]-5-(5-{[(2-methylbutyl)amino]methyl}-2-thienyl)-1H-indole-7-carboxamide, (5-formyl-2-thienyl)boronic acid (50 mg, 0.32 mmol), (1-methylbutyl)amine (29 mg, 0.32 mmol), and NaCNBH3 (40 mg, 0.64 mmol) were reacted to give 43 mg of crude (5-{[(1-methylbutyl)amino]methyl}-2-thienyl)boronic acid. The crude (5-{[(1-methylbutyl)amino]methyl}-2-thienyl)boronic acid was then reacted with 5-bromo-3-[1-(ethylsulfonyl)-4-piperidinyl]-1H-in... Reactants: O (water), C1(CCCC1)CC(=O)C1=C(C=CC(=C1)OC1=C(C=C(C=C1C)[N+](=O)[O-])C)OC (2-cyclopentyl-1-[5-(2,6-dimethyl-4-nitro-phenoxy)-2-methoxy-phenyl]-ethanone), FC(C(=O)O)(F)F (trifluoroacetic acid), C(C)[SiH](CC)CC (triethylsilane). The solvent is C(Cl)Cl (CH2Cl2). Run at time 18 hour. Product: C1(CCCC1)CCC1=C(C=CC(=C1)OC1=C(C=C(C=C1C)[N+](=O)[O-])C)OC (2-Cyclopentyl-1-[5-(2,6-dimethyl-4-nitro-phenoxy)-2-methoxy-phenyl]-ethane). The yield is 96.8%. Reaction SMILES: [CH:1]1([CH2:6][C:7]([C:9]2[CH:14]=[C:13]([O:15][C:16]3[C:21]([CH3:22])=[CH:20][C:19]([N+:23]([O-:25])=[O:24])=[CH:18][C:17]=3[CH3:26])[CH:12]=[CH:11][C:10]=2[O:27][CH3:28])=O)[CH2:5][CH2:4][CH2:3][CH2:2]1.FC(F)(F)C(O)=O.C([SiH](CC)CC)C.O>C(Cl)Cl>[CH:1]1([CH2:6][CH2:7][C:9]2[CH:14]=[C:13]([O:15][C:16]3[C:17]([CH3:26])=[CH:18][C:19]([N+:23]([O-:25])=[O:24])=[CH:20][C:21]=3[CH3:22])[CH:12]=[CH:11][C:10]=2[O:27][CH3:28])[CH2:5][CH2:4][CH2:3][CH2:2]1. Procedure: To a solution of 2-cyclopentyl-1-[5-(2,6-dimethyl-4-nitro-phenoxy)-2-methoxy-phenyl]-ethanone (200 mg, 0.52 mmol) and trifluoroacetic acid (0.34 mL) in CH2Cl2 (0.5 mL) was added triethylsilane (212 mg, 1.83 mmol). After stirring at RT for 18 h, the reaction mixture was poured into water (15 mL) and extracted with EtOAc (20 mL). The EtOAc extract was washed with sat'd sodium bicarbonate (2×15 mL), brine (15 mL), dried and concentrated. The residue was purified by preparative TLC (CH2Cl2:Hexanes=2... As a reaction SMILES: [CH3:18][CH2:19][OH:20].[Cl:1][CH2:2][CH:3]1[CH2:4][O:5][CH2:6][CH2:7]1.[K+:8].[K+:9].[NH2:14][CH2:15][CH2:16][NH2:17].[O-:10][C:11]([O-:12])=[O:13]>>[CH2:2]([CH:3]1[CH2:4][O:5][CH2:6][CH2:7]1)[NH:14][CH2:15][CH2:16][NH2:17]. Starting materials: CCO, ClCC1CCOC1, [K+], [K+], NCCN, O=C([O-])[O-]. Product: NCCNCC1CCOC1. As a reaction SMILES: [CH2:1]([CH3:2])[n:3]1[c:4](=[O:25])[n:5]([CH2:23][CH3:24])[c:6]2[n:7][c:8](-[c:13]3[cH:14][cH:15][c:16]([S:19](=[O:20])(=[O:21])[OH:22])[cH:17][cH:18]3)[nH:9][c:10]2[c:11]1=[O:12].[CH3:31][N:32]([CH3:33])[CH:34]=[O:35].[NH3:30].[S:26]([Cl:27])([Cl:28])=[O:29]>>[CH2:1]([CH3:2])[n:3]1[c:4](=[O:25])[n:5]([CH2:23][CH3:24])[c:6]2[n:7][c:8](-[c:13]3[cH:14][cH:15][c:16]([S:19](=[O:20])(=[O:21])[NH2:30])[cH:17][cH:18]3)[nH:9][c:10]2[c:11]1=[O:12]. Product: CCn1c(=O)c2[nH]c(-c3ccc(S(N)(=O)=O)cc3)nc2n(CC)c1=O. The reactants are CCn1c(=O)c2[nH]c(-c3ccc(S(=O)(=O)O)cc3)nc2n(CC)c1=O, CN(C)C=O, N, O=S(Cl)Cl.